The task is: describe an organic reaction: reactants, conditions, products, and yield. This data is from the Open Reaction Database (ORD), a public repository of structured organic reaction records. Starting materials: CCO, OCCC#Cc1ccc2ccccc2n1. Product: OCCCCc1ccc2ccccc2n1. RXN SMILES: [CH3:16][CH2:17][OH:18].[n:1]1[c:2]([C:11]#[C:12][CH2:13][CH2:14][OH:15])[cH:3][cH:4][c:5]2[cH:6][cH:7][cH:8][cH:9][c:10]12>>[n:1]1[c:2]([CH2:11][CH2:12][CH2:13][CH2:14][OH:15])[cH:3][cH:4][c:5]2[cH:6][cH:7][cH:8][cH:9][c:10]12. The product is C(C1=CC=CC=C1)OC1=NC(=NC=2OC(CN(C(C21)=O)CC)(C)C)SC (4-benzyloxy-6-ethyl-8,8-dimethyl-2-methylsulfanyl-7,8-dihydro-6H-9-oxa-1,3,6-triazabenzocyclohepten-5-one). The reactants are C(C1=CC=CC=C1)O (benzyl alcohol), ClC1=NC(=NC=2OC(CN(C(C21)=O)CC)(C)C)SC (4-chloro-6-ethyl-8,8-dimethyl-2-methylsulfanyl-7,8-dihydro-6H-9-oxa-1,3,6-triazabenzo cyclohepten-5-one), O (water), [H-].[Na+] (sodium hydride). Reaction SMILES: [CH2:1]([OH:8])[C:2]1[CH:7]=[CH:6][CH:5]=[CH:4][CH:3]=1.[H-].[Na+].Cl[C:12]1[C:22]2[C:21](=[O:23])[N:20]([CH2:24][CH3:25])[CH2:19][C:18]([CH3:27])([CH3:26])[O:17][C:16]=2[N:15]=[C:14]([S:28][CH3:29])[N:13]=1.O>C1COCC1>[CH2:1]([O:8][C:12]1[C:22]2[C:21](=[O:23])[N:20]([CH2:24][CH3:25])[CH2:19][C:18]([CH3:26])([CH3:27])[O:17][C:16]=2[N:15]=[C:14]([S:28][CH3:29])[N:13]=1)[C:2]1[CH:7]=[CH:6][CH:5]=[CH:4][CH:3]=1 |f:1.2|. The solvent is C1CCOC1 (THF), C1CCOC1 (THF). Conditions: temperature 4 celsius, time 15 minute. Yield: 100.2%. Procedure details: 6.20 ml of benzyl alcohol (59.64 mmol) are placed in 400 ml of anhydrous THF. The solution is cooled to 4° C. in an ice bath and 2.39 g of 60% sodium hydride (59.64 mmol) are added portionwise. The reaction mixture is stirred at 4° C. for 15 minutes. 15 g of 4-chloro-6-ethyl-8,8-dimethyl-2-methylsulfanyl-7,8-dihydro-6H-9-oxa-1,3,6-triazabenzo cyclohepten-5-one (49.70 mmol) dissolved in 400 ml of anhydrous THF are added dropwise. After stirring for 2 hours at 4° C., 400 ml of water are added and ... Starting materials: CC1CCNCC1, O=c1sc2ccccc2n1CCCCl. Yields the product CC1CCN(CCCn2c(=O)sc3ccccc32)CC1. Reaction SMILES: [CH3:15][CH:16]1[CH2:17][CH2:18][NH:19][CH2:20][CH2:21]1.[Cl:1][CH2:2][CH2:3][CH2:4][n:5]1[c:6](=[O:14])[s:7][c:8]2[c:9]1[cH:10][cH:11][cH:12][cH:13]2>>[CH2:2]([CH2:3][CH2:4][n:5]1[c:6](=[O:14])[s:7][c:8]2[c:9]1[cH:10][cH:11][cH:12][cH:13]2)[N:19]1[CH2:18][CH2:17][CH:16]([CH3:15])[CH2:21][CH2:20]1. The product is O=C(O)c1cn(C2CC2)c2c(F)c(N3CCC(O)(CNC4CC4)C3)c(F)cc2c1=O. RXN SMILES: [CH:1]1([n:4]2[cH:5][c:6]([C:18](=[O:19])[OH:20])[c:7](=[O:17])[c:8]3[cH:9][c:10]([F:16])[c:11]([F:15])[c:12]([F:14])[c:13]23)[CH2:2][CH2:3]1.[CH:22]1([NH:25][CH2:26][C:27]2([OH:32])[CH2:28][NH:29][CH2:30][CH2:31]2)[CH2:23][CH2:24]1.[ClH:21]>>[CH:1]1([n:4]2[cH:5][c:6]([C:18](=[O:19])[OH:20])[c:7](=[O:17])[c:8]3[cH:9][c:10]([F:16])[c:11]([N:29]4[CH2:28][C:27]([CH2:26][NH:25][CH:22]5[CH2:23][CH2:24]5)([OH:32])[CH2:31][CH2:30]4)[c:12]([F:14])[c:13]23)[CH2:2][CH2:3]1. The reactants are O=C(O)c1cn(C2CC2)c2c(F)c(F)c(F)cc2c1=O, OC1(CNC2CC2)CCNC1, Cl. The reactants are COC1=CC(=C(C(=O)N)C=C1OC)NC (4,5-Dimethoxy-2-methylamino-benzamide), ClCCl (dichloromethane), C(C1=CC=CC=C1)(=O)Cl (benzoyl chloride). Run at time 90 minute. The product is COC=1C=C2C(N=C(N(C2=CC1OC)C)C1=CC=CC=C1)=O (6,7-Dimethoxy-1-methyl-2-phenyl-1H-quinazolin-4-one). As a reaction SMILES: [CH3:1][O:2][C:3]1[C:11]([O:12][CH3:13])=[CH:10][C:6]([C:7]([NH2:9])=[O:8])=[C:5]([NH:14][CH3:15])[CH:4]=1.C(Cl)(=O)[C:17]1[CH:22]=[CH:21][CH:20]=[CH:19][CH:18]=1.Cl[CH2:26]Cl>>[CH3:13][O:12][C:11]1[CH:10]=[C:6]2[C:5](=[CH:4][C:3]=1[O:2][CH3:1])[N:14]([CH3:26])[C:15]([C:17]1[CH:22]=[CH:21][CH:20]=[CH:19][CH:18]=1)=[N:9][C:7]2=[O:8]. Reported procedure: 2.00 g (9.51 mmol) 4,5-Dimethoxy-2-methylamino-benzamide were dissolved in 20 ml dichloromethane and 4.01 g (3.31 ml, 28.5 mmol) benzoyl chloride are added. The mixture was boiled for 90 min. After filtration the residue was dissolved in trichloromethane and saturated sodium bicarbonate solution. The organic solution was dried over magnesium sulfate and evaporated under vacuum. The reactants are C(C1=CC=CC=C1)C1(CCNCC1)C#N (4-benzyl-4-cyanopiperidine), Cl (hydrogen chloride), Cl.C(C1=CC=CC=C1)(=O)N1CC(CCC1)(CCCN1CCC(CC1)C(=O)N1CCCC1)C1=CC(=C(C=C1)Cl)Cl (1-Benzoyl-3-(3,4-dichlorophenyl)-3-[3-[4-(pyrrolidin-1-ylcarbonyl)piperid-1-yl]propyl]piperidine Hydrochloride), C(=O)([O-])[O-].[K+].[K+] (K2CO3). The solvent is CN(C)C=O (DMF). Product: O.Cl.C(C1=CC=CC=C1)(=O)N1CC(CCC1)(C1=CC(=C(C=C1)Cl)Cl)CCCN1CCC(CC1)(C#N)CC1=CC=CC=C1 (1-Benzoyl-3-[3-(4-benzyl-4-cyanopiperid-1-yl)propyl]-3-(3,4-dichloro-phenyl)piperidine Hydrochloride Monohydrate). Yield: 105.6%. RXN SMILES: [CH2:1]([C:8]1([C:14]#[N:15])[CH2:13][CH2:12][NH:11][CH2:10][CH2:9]1)[C:2]1[CH:7]=[CH:6][CH:5]=[CH:4][CH:3]=1.Cl.[C:17]([N:25]1[CH2:30][CH2:29][CH2:28][C:27]([C:47]2[CH:52]=[CH:51][C:50]([Cl:53])=[C:49]([Cl:54])[CH:48]=2)([CH2:31][CH2:32][CH2:33]N2CCC(C(N3CCCC3)=O)CC2)[CH2:26]1)(=[O:24])[C:18]1[CH:23]=[CH:22][CH:21]=[CH:20][CH:19]=1.C([O-])([O-])=O.[K+].[K+].Cl>CN(C=O)C>[OH2:24].[ClH:53].[C:17]([N:25]1[CH2:30][CH2:29][CH2:28][C:27]([CH2:31][CH2:32][CH2:33][N:11]2[CH2:10][CH2:9][C:8]([CH2:1][C:2]3[CH:7]=[CH:6][CH:5]=[CH:4][CH:3]=3)([C:14]#[N:15])[CH2:13][CH2:12]2)([C:47]2[CH:52]=[CH:51][C:50]([Cl:53])=[C:49]([Cl:54])[CH:48]=2)[CH2:26]1)(=[O:24])[C:18]1[CH:19]=[CH:20][CH:21]=[CH:22][CH:23]=1 |f:1.2,3.4.5,8.9.10|. Procedure details: This compound is prepared by the procedure described in EXAMPLE 4, starting from 2.5 g of 4-benzyl-4-cyanopiperidine, 5 g of the compound obtained in step B of EXAMPLE 1, 3.7 g of K2CO3 and 50 ml of DMF. The product obtained is chromatographed on silica H using DCM and then a DCM/MeOH mixture (97/3; v/v) as the eluent. The product obtained is taken up with ethereal hydrogen chloride and the solvent is evaporated off under vacuum to give 2.8 g of the expected product after crystallization from is... Reactants: S1C2=C(C(=C1)C[C@H]1N(CCN(C1)CC1=CC=CC=C1)C(C1=CC(=CC(=C1)C(F)(F)F)C(F)(F)F)=O)C=CC=C2 ((2R)-2-(benzo[b]thiophen-3-yl-methyl)-4-benzyl-1-[3,5-bis(trifluoromethyl)benzoyl]piperazine), ClC(=O)OC(C)Cl (1-chloroethyl chloroformate). Run in ClCCl (dichloromethane). Run at time 1 hour. Yields the product Cl.S1C2=C(C(=C1)C[C@H]1N(CCNC1)C(C1=CC(=CC(=C1)C(F)(F)F)C(F)(F)F)=O)C=CC=C2 ((2R)-2-(benzo[b]thiophen-3-yl-methyl)-1-[3,5-bis(trifluoromethyl)benzoyl]piperazine hydrochloride). RXN SMILES: [S:1]1[CH:5]=[C:4]([CH2:6][C@@H:7]2[CH2:12][N:11](CC3C=CC=CC=3)[CH2:10][CH2:9][N:8]2[C:20](=[O:35])[C:21]2[CH:26]=[C:25]([C:27]([F:30])([F:29])[F:28])[CH:24]=[C:23]([C:31]([F:34])([F:33])[F:32])[CH:22]=2)[C:3]2[CH:36]=[CH:37][CH:38]=[CH:39][C:2]1=2.[Cl:40]C(OC(Cl)C)=O>ClCCl>[ClH:40].[S:1]1[CH:5]=[C:4]([CH2:6][C@@H:7]2[CH2:12][NH:11][CH2:10][CH2:9][N:8]2[C:20](=[O:35])[C:21]2[CH:22]=[C:23]([C:31]([F:32])([F:33])[F:34])[CH:24]=[C:25]([C:27]([F:30])([F:28])[F:29])[CH:26]=2)[C:3]2[CH:36]=[CH:37][CH:38]=[CH:39][C:2]1=2 |f:3.4|. Reported procedure: To a stirred solution of (2R)-2-(benzo[b]thiophen-3-yl-methyl)-4-benzyl-1-[3,5-bis(trifluoromethyl)benzoyl]piperazine (0.75 g) in dichloromethane (8 ml) was added dropwise 1-chloroethyl chloroformate (0.19 ml) at ice-bath temperature. The resulting mixture was stirred at room temperature for 1 hour and then at reflux temperature for 5 hours. The reaction mixture was evaporated under reduced pressure. Methanol (5 ml) was added to the residue and the whole mixture was heated under refluxing for 1 ...